Dataset: the Open Reaction Database (ORD), a public repository of structured organic reaction records. Task: describe an organic reaction: reactants, conditions, products, and yield Starting materials: COC([C@@H](NC(=O)C1=C(C=CC=C1C)Cl)CC1=CC(=C(C=C1)C=1C(N(C(N(C1)C)=O)C)=O)C)=O (N-[(2-chloro-6-methylphenyl)carbonyl]-4-(1,3-dimethyl-2,4-dioxo-5-pyrimidinyl)-3-methyl-L-phenylalanine methyl ester), [OH-].[Na+] (sodium hydroxide). Solvent: C(C)O (ethanol). Run at time 2 hour. Product: ClC1=C(C(=CC=C1)C)C(=O)N[C@@H](CC1=CC(=C(C=C1)C=1C(N(C(N(C1)C)=O)C)=O)C)C(=O)O (N-[(2-chloro-6-methylphenyl)carbonyl]-4-(1,3-dimethyl-2,4-dioxo-5-pyrimidinyl)-3-methyl-L-phenylalanine). The yield is 87.2%. As a reaction SMILES: C[O:2][C:3](=[O:34])[C@H:4]([CH2:16][C:17]1[CH:22]=[CH:21][C:20]([C:23]2[C:24](=[O:32])[N:25]([CH3:31])[C:26](=[O:30])[N:27]([CH3:29])[CH:28]=2)=[C:19]([CH3:33])[CH:18]=1)[NH:5][C:6]([C:8]1[C:13]([CH3:14])=[CH:12][CH:11]=[CH:10][C:9]=1[Cl:15])=[O:7].[OH-].[Na+]>C(O)C>[Cl:15][C:9]1[CH:10]=[CH:11][CH:12]=[C:13]([CH3:14])[C:8]=1[C:6]([NH:5][C@H:4]([C:3]([OH:34])=[O:2])[CH2:16][C:17]1[CH:22]=[CH:21][C:20]([C:23]2[C:24](=[O:32])[N:25]([CH3:31])[C:26](=[O:30])[N:27]([CH3:29])[CH:28]=2)=[C:19]([CH3:33])[CH:18]=1)=[O:7] |f:1.2|. Reported procedure: To a suspension of N-[(2-chloro-6-methylphenyl)carbonyl]-4-(1,3-dimethyl-2,4-dioxo-5-pyrimidinyl)-3-methyl-L-phenylalanine methyl ester (0.083 mmol, 40 mg) in ethanol (1 mL) was added aqueous 1.0 N sodium hydroxide (0.2 mL) at room temperature. The mixture was stirred for 2 h at room temperature. Then, the ethanol was removed under reduced pressure and the residue was diluted with water (5 mL). The aqueous solution was washed with diethyl ether (20 mL) to remove any neutral impurities. The aqueo... Starting materials: O (water), ClC1=C2C(=NC=C1)NC(=N2)CCC (7-chloro-2-n-propyl-3H-imidazo[4,5-b]pyridine), BrCC1=CC=C(C=C1)C1=C(C(=O)OC)C=CC=C1 (methyl 2-(4-bromomethylphenyl)benzoate), [H-].[Na+] (sodium hydride). Run in CN(C=O)C (dimethylformamide). Reaction conditions: time 20 minute. The product is ClC1=C2C(=NC=C1)N(C(=N2)CCC)CC2=CC=C(C=C2)C2=C(C=CC=C2)C(=O)OC (7-Chloro-2-n-propyl-3-[(2'-methoxycarbonylbiphenyl-4-yl)methyl]-3H-imidazo[4,5-b]pyridine). RXN SMILES: [Cl:1][C:2]1[CH:7]=[CH:6][N:5]=[C:4]2[NH:8][C:9]([CH2:11][CH2:12][CH3:13])=[N:10][C:3]=12.Br[CH2:15][C:16]1[CH:21]=[CH:20][C:19]([C:22]2[CH:31]=[CH:30][CH:29]=[CH:28][C:23]=2[C:24]([O:26][CH3:27])=[O:25])=[CH:18][CH:17]=1.[H-].[Na+].O>CN(C)C=O>[Cl:1][C:2]1[CH:7]=[CH:6][N:5]=[C:4]2[N:8]([CH2:15][C:16]3[CH:21]=[CH:20][C:19]([C:22]4[CH:31]=[CH:30][CH:29]=[CH:28][C:23]=4[C:24]([O:26][CH3:27])=[O:25])=[CH:18][CH:17]=3)[C:9]([CH2:11][CH2:12][CH3:13])=[N:10][C:3]=12 |f:2.3|. Procedure: 200 mg of the above-prepared 7-chloro-2-n-propyl-3H-imidazo[4,5-b]pyridine and 380 mg of methyl 2-(4-bromomethylphenyl)benzoate were dissolved in dimethylformamide, and 50 mg of sodium hydride was added to the solution. The mixture was stirred at room temperature for 20 min, and water was added thereto, followed by extraction with ethyl acetate. The extract was dried over magnesium sulfate, and the solvent was distilled off in vacuo. The residue was purified by silica gel chromatography (benzene... Starting materials: O=C[C@H](O)[C@@H](O)[C@H](O)[C@H](O)CO (glucose), maltodextrins, teflon. Solvent: OS(=O)(=O)O (H2SO4), S(O)(O)(=O)=O (sulfuric acid). Reaction conditions: temperature 90 celsius. Product: C1[C@@H]2[C@H]([C@@H]([C@H]([C@H](O1)O2)O)O)O (Anhydroglucose). Reaction SMILES: O=[CH:2][C@@H:3]([C@H:5]([C@@H:7]([C@@H:9]([CH2:11][OH:12])[OH:10])[OH:8])[OH:6])[OH:4]>OS(O)(=O)=O>[CH2:11]1[O:12][C@@H:2]2[O:10][C@H:9]1[C@@H:7]([OH:8])[C@H:5]([OH:6])[C@H:3]2[OH:4]. Procedure: Prior to the glucose determination, the maltodextrins and the various copolymers were hydrolysed following the following sulfuric acid procedure. About 500 mg sample was weighed in an acid digestion bomb equipped with 30 ml teflon insert (Parr Instruments) and diluted with 1 ml 70% H2SO4 followed by addition of approximately 3 ml of distilled (milliQ) water. The mixture was heated to 90° C. for about 5 hours. This hydrolysis was carried out in duplicate for all samples.